This data is from the Open Reaction Database (ORD), a public repository of structured organic reaction records. The task is: describe an organic reaction: reactants, conditions, products, and yield The reactants are CCO, Cc1nn(-c2ccc([N+](=O)[O-])cc2F)c(=O)n1C(F)F, [H][H], O=[Pt]. Product: Cc1nn(-c2ccc(N)cc2F)c(=O)n1C(F)F. Reaction SMILES: [CH3:23][CH2:24][OH:25].[F:1][c:2]1[c:3](-[n:11]2[n:12][c:13]([CH3:20])[n:14]([CH:17]([F:18])[F:19])[c:15]2=[O:16])[cH:4][cH:5][c:6]([N+:8]([O-:9])=[O:10])[cH:7]1.[H:21][H:22].[Pt:26]=[O:27]>>[F:1][c:2]1[c:3](-[n:11]2[n:12][c:13]([CH3:20])[n:14]([CH:17]([F:18])[F:19])[c:15]2=[O:16])[cH:4][cH:5][c:6]([NH2:8])[cH:7]1. Starting materials: C[O-], CO, CC(C)(C)OC(=O)C=Cc1c(N2CCCC(OC=O)C2)nc2cc(CCc3nc(C4CCC4)cs3)ccn2c1=O, ClC(Cl)Cl, [Na+]. The product is CC(C)(C)OC(=O)C=Cc1c(N2CCCC(O)C2)nc2cc(CCc3nc(C4CCC4)cs3)ccn2c1=O. As a reaction SMILES: [CH3:41][O-:42].[CH3:48][OH:49].[CH:1]1([c:5]2[n:6][c:7]([CH2:10][CH2:11][c:12]3[cH:13][c:14]4[n:15]([c:16](=[O:38])[c:17]([CH:29]=[CH:30][C:31](=[O:32])[O:33][C:34]([CH3:35])([CH3:36])[CH3:37])[c:18]([N:20]5[CH2:21][CH:22]([O:26][CH:27]=[O:28])[CH2:23][CH2:24][CH2:25]5)[n:19]4)[cH:39][cH:40]3)[s:8][cH:9]2)[CH2:2][CH2:3][CH2:4]1.[CH:44]([Cl:45])([Cl:46])[Cl:47].[Na+:43]>>[CH:1]1([c:5]2[n:6][c:7]([CH2:10][CH2:11][c:12]3[cH:13][c:14]4[n:15]([c:16](=[O:38])[c:17]([CH:29]=[CH:30][C:31](=[O:32])[O:33][C:34]([CH3:35])([CH3:36])[CH3:37])[c:18]([N:20]5[CH2:21][CH:22]([OH:26])[CH2:23][CH2:24][CH2:25]5)[n:19]4)[cH:39][cH:40]3)[s:8][cH:9]2)[CH2:2][CH2:3][CH2:4]1. The reactants are N1CCCC1 (Pyrrolidine), IC1=NN(C=2N=NC(=C(C21)O)C2=CC=CC=C2)CCN2CCN(CC2)C (3-iodo-1-[2-(4-methylpiperazin-1-yl)ethyl]-5-phenyl-pyrazolo[3,4-c]pyridazin-4-ol), N1CCCC1 (pyrrolidine), CC(C)([O-])C.[Na+] (sodium t-butoxide). The reagents and catalysts are C=1C=CC(=CC1)/C=C/C(=O)/C=C/C2=CC=CC=C2.C=1C=CC(=CC1)/C=C/C(=O)/C=C/C2=CC=CC=C2.C=1C=CC(=CC1)/C=C/C(=O)/C=C/C2=CC=CC=C2.[Pd].[Pd] (Pd2 dba3), CC1(C2=C(C(=CC=C2)P(C3=CC=CC=C3)C4=CC=CC=C4)OC5=C(C=CC=C51)P(C6=CC=CC=C6)C7=CC=CC=C7)C (Xantphos), C=1C=CC(=CC1)/C=C/C(=O)/C=C/C2=CC=CC=C2.C=1C=CC(=CC1)/C=C/C(=O)/C=C/C2=CC=CC=C2.C=1C=CC(=CC1)/C=C/C(=O)/C=C/C2=CC=CC=C2.[Pd].[Pd] (Pd2 dba3), CC1(C2=C(C(=CC=C2)P(C3=CC=CC=C3)C4=CC=CC=C4)OC5=C(C=CC=C51)P(C6=CC=CC=C6)C7=CC=CC=C7)C (Xantphos). Solvent: O1CCOCC1 (dioxane), CS(=O)C (DMSO). Run at temperature 100 celsius. Yields the product CN1CCN(CC1)CCN1N=C(C2=C1N=NC(=C2O)C2=CC=CC=C2)N2CCCC2 (1-[2-(4-methylpiperazin-1-yl)ethyl]-5-phenyl-3-pyrrolidin-1-yl-pyrazolo[3,4-c]pyridazin-4-ol). Isolated yield 88.7%. RXN SMILES: I[C:2]1[C:10]2[C:9]([OH:11])=[C:8]([C:12]3[CH:17]=[CH:16][CH:15]=[CH:14][CH:13]=3)[N:7]=[N:6][C:5]=2[N:4]([CH2:18][CH2:19][N:20]2[CH2:25][CH2:24][N:23]([CH3:26])[CH2:22][CH2:21]2)[N:3]=1.[NH:27]1[CH2:31][CH2:30][CH2:29][CH2:28]1.CC(C)([O-])C.[Na+]>O1CCOCC1.CS(C)=O.C1C=CC(/C=C/C(/C=C/C2C=CC=CC=2)=O)=CC=1.C1C=CC(/C=C/C(/C=C/C2C=CC=CC=2)=O)=CC=1.C1C=CC(/C=C/C(/C=C/C2C=CC=CC=2)=O)=CC=1.[Pd].[Pd].CC1(C)C2C(=C(P(C3C=CC=CC=3)C3C=CC=CC=3)C=CC=2)OC2C(P(C3C=CC=CC=3)C3C=CC=CC=3)=CC=CC1=2>[CH3:26][N:23]1[CH2:24][CH2:25][N:20]([CH2:19][CH2:18][N:4]2[C:5]3[N:6]=[N:7][C:8]([C:12]4[CH:17]=[CH:16][CH:15]=[CH:14][CH:13]=4)=[C:9]([OH:11])[C:10]=3[C:2]([N:27]3[CH2:31][CH2:30][CH2:29][CH2:28]3)=[N:3]2)[CH2:21][CH2:22]1 |f:2.3,6.7.8.9.10|. Procedure details: To a solution of 3-iodo-1-[2-(4-methylpiperazin-1-yl)ethyl]-5-phenyl-pyrazolo[3,4-c]pyridazin-4-ol (120 mg, 0.26 mmol) in dioxane (1.7 mL) and DMSO (0.9 mL) was added pyrrolidine (233 μL, 2.8 mmol) and sodium t-butoxide (37 mg, 0.39 mmol) and nitrogen was bubbled in the resulting mixture for 30 min. Pd2 dba3 (24 mg, 0.026 mmol) and Xantphos (9 mg, 0.016 mmol) were then added, the tube flushed with nitrogen, sealed and heated to 100° C. for 5 h. Pyrrolidine (40 μL, 0.49 mmol), Pd2 dba3 (24 mg, 0.... Starting materials: S(C1=CC=C(C(=O)O)C=C1)C1=C(C(=O)O)C=CC=C1 (2,4′-thiobis(benzoic acid)). The solvent is CS(=O)(=O)O (methansulfonic acid). Conditions: temperature 85 celsius. Product: C1=C(C=CC=2SC3=CC=CC=C3C(C12)=O)C(=O)O (thioxanthen-9-one-2-carboxylic acid). RXN SMILES: [S:1]([C:11]1[CH:19]=[CH:18][CH:17]=[CH:16][C:12]=1[C:13]([OH:15])=O)[C:2]1[CH:10]=[CH:9][C:5]([C:6]([OH:8])=[O:7])=[CH:4][CH:3]=1>CS(O)(=O)=O>[CH:4]1[C:3]2[C:13](=[O:15])[C:12]3[C:11](=[CH:19][CH:18]=[CH:17][CH:16]=3)[S:1][C:2]=2[CH:10]=[CH:9][C:5]=1[C:6]([OH:8])=[O:7]. Procedure: Next, thioxanthen-9-one-2-carboxylic acid was prepared. A mixture of 2,4′-thiobis(benzoic acid) (50 g, 182 mmol) and methansulfonic acid (600 mL) was heated at 85° C. for 5 h and then cooled to ambient. The reaction mixture was poured onto ice, and the resulting precipitate was collected, washed with water, and dried. RXN SMILES: [F:1][C:2]1[C:8]([O:9][CH2:10][CH3:11])=[C:7]([O:12][CH2:13][CH3:14])[CH:6]=[CH:5][C:3]=1[NH2:4].[C:15](Cl)(Cl)=[O:16]>C1(C)C=CC=CC=1>[F:1][C:2]1[C:8]([O:9][CH2:10][CH3:11])=[C:7]([O:12][CH2:13][CH3:14])[CH:6]=[CH:5][C:3]=1[N:4]=[C:15]=[O:16]. The solvent is C1(=CC=CC=C1)C (toluene), C1(=CC=CC=C1)C (toluene). The reactants are FC1=C(N)C=CC(=C1OCC)OCC (2-Fluoro-3,4-diethoxyaniline), C(=O)(Cl)Cl (phosgene). Procedure: 2-Fluoro-3,4-diethoxyaniline (1.99 g) in toluene (20 ml) was dropwise added to a toluene solution containing 10 g of phosgene at 10° to 20° C. The resulting mixture was gradually heated and, after being refluxed for 30 minutes, cooled to room temperature. The solvent was removed by distillation under reduced pressure to give 2-fluoro-3,4-diethoxyphenyl isocyanate. The thus obtained crude substance was added to a toluene solution (50 ml) containing triethylamine (1.0 g) and isopropanol (1.0 g). T... The product is FC1=C(C=CC(=C1OCC)OCC)N=C=O (2-fluoro-3,4-diethoxyphenyl isocyanate). Starting materials: [BH4-], CCOC(=O)c1noc(-c2cc(C)ccc2[N+](=O)[O-])n1, CCO, [Li+]. Product: Cc1ccc([N+](=O)[O-])c(-c2nc(CO)no2)c1. As a reaction SMILES: [BH4-:21].[CH3:1][c:2]1[cH:3][cH:4][c:5]([N+:18](=[O:19])[O-:20])[c:6](-[c:8]2[n:9][c:10]([C:13](=[O:14])[O:15][CH2:16][CH3:17])[n:11][o:12]2)[cH:7]1.[CH3:23][CH2:24][OH:25].[Li+:22]>>[CH3:1][c:2]1[cH:3][cH:4][c:5]([N+:18](=[O:19])[O-:20])[c:6](-[c:8]2[n:9][c:10]([CH2:13][OH:14])[n:11][o:12]2)[cH:7]1. The reactants are CO (methanol), CC1=C(C(=O)O)C(=CC=C1)C (2,6-dimethylbenzoic acid), CC1=C(C(=O)O)C(=CC=C1[N+](=O)[O-])C (2,6-dimethyl-3-nitrobenzoic acid). The solvent is O1CCCC1 (tetrahydrofuran). Reaction conditions: time 1 hour. The product is CC1=C(C(=O)O)C(=CC=C1[N+](=O)[O-])C (2,6-Dimethyl-3-nitrobenzoic acid), CC1=C(C(=CC=C1[N+](=O)[O-])C)CO ((2,6-dimethyl-3-nitrophenyl)methanol). Yield: 88.3%. RXN SMILES: CC1C=CC=C(C)C=1C(O)=O.[CH3:12][C:13]1[C:21]([N+:22]([O-:24])=[O:23])=[CH:20][CH:19]=[C:18]([CH3:25])[C:14]=1[C:15]([OH:17])=[O:16].CO>O1CCCC1>[CH3:12][C:13]1[C:21]([N+:22]([O-:24])=[O:23])=[CH:20][CH:19]=[C:18]([CH3:25])[C:14]=1[C:15]([OH:17])=[O:16].[CH3:12][C:13]1[C:21]([N+:22]([O-:24])=[O:23])=[CH:20][CH:19]=[C:18]([CH3:25])[C:14]=1[CH2:15][OH:16]. Procedure: 2,6-Dimethyl-3-nitrobenzoic acid was prepared by nitrating 2,6-dimethylbenzoic acid. A solution of 2,6-dimethyl-3-nitrobenzoic acid (30 grams, 0.15 mole) in tetrahydrofuran (100 ml) was stirred under nitrogen. Borane-methyl sulfide complex (20 ml, 0.2 mole) was added dropwise at room temperature. When one fourth of the borane complex had been added the reaction mixture was brought to reflux. Reflux continued for one hour after complete addition of the borane complex. The reaction mixture was coo...